From a dataset of the Open Reaction Database (ORD), a public repository of structured organic reaction records. describe an organic reaction: reactants, conditions, products, and yield Starting materials: O1CCCC1 (tetrahydrofuran), [F-].C(CCC)[N+](CCCC)(CCCC)CCCC (tetra-n-butylammonium fluoride), O1CCCC1 (tetrahydrofuran), [Si](C)(C)(C(C)(C)C)OCCOC1=CC(=C(C2=C(C=CC=C12)C)OC)OC (1-(t-butyldimethylsilyl)oxymethyl-3-methoxy-4-methoxy-methoxy-5-methylnaphthalene), O (Water). Reaction conditions: time 1 hour. Yields the product OCC1=CC(=C(C2=C(C=CC=C12)C)OCOC)OC (1-hydroxymethyl-3-methoxy-4-methoxymethoxy-5-methylnaphthalene). As a reaction SMILES: [O:1]1CCC[CH2:2]1.[F-].[CH2:7]([N+](CCCC)(CCCC)CCCC)CCC.[Si](OCCO[C:35]1[C:44]2[C:39](=[C:40]([CH3:45])[CH:41]=[CH:42][CH:43]=2)[C:38]([O:46][CH3:47])=[C:37]([O:48][CH3:49])[CH:36]=1)(C(C)(C)C)(C)C.[OH2:50]>>[OH:50][CH2:7][C:35]1[C:44]2[C:39](=[C:40]([CH3:45])[CH:41]=[CH:42][CH:43]=2)[C:38]([O:46][CH2:47][O:1][CH3:2])=[C:37]([O:48][CH3:49])[CH:36]=1 |f:1.2|. Procedure details: 32 ml of a tetrahydrofuran solution of 1M tetra-n-butylammonium fluoride was added to a tetrahydrofuran (150 ml) solution of 7.3 g of 1-(t-butyldimethylsilyl)oxymethyl-3-methoxy-4-methoxy-methoxy-5-methylnaphthalene and agitated for 1 hour. Water was added to the reaction solution and extracted with ethyl acetate, and the resultant organic phase was washed with water and a saturated saline solution, followed by drying with anhydrous magnesium sulfate and removal of the solvent by distillation to... Starting materials: ClCCl, O=C(Cl)Cl, O=[N+]([O-])c1cc(Cl)c(O)c(Cl)c1, [H-], [Na+], C1CCOC1. Yields the product O=C(Cl)Oc1c(Cl)cc([N+](=O)[O-])cc1Cl. As a reaction SMILES: [CH2:24]([Cl:25])[Cl:26].[Cl:15][C:16]([Cl:17])=[O:18].[Cl:1][c:2]1[c:3]([OH:12])[c:4]([Cl:11])[cH:5][c:6]([N+:8](=[O:9])[O-:10])[cH:7]1.[H-:13].[Na+:14].[O:19]1[CH2:20][CH2:21][CH2:22][CH2:23]1>>[Cl:1][c:2]1[c:3]([O:12][C:16]([Cl:15])=[O:18])[c:4]([Cl:11])[cH:5][c:6]([N+:8](=[O:9])[O-:10])[cH:7]1. Reactants: O=C([O-])[O-], CCOC(=O)CCCn1c(COc2ccc(C#N)cc2)nc2cc(NS(=O)(=O)c3cccc4cccnc34)ccc21, CCO, [NH4+], [NH4+]. Yields the product CCOC(=O)CCCn1c(COc2ccc(C(=N)N)cc2)nc2cc(NS(=O)(=O)c3cccc4cccnc34)ccc21. Reaction SMILES: [C:42](=[O:43])([O-:44])[O-:45].[CH2:1]([CH3:2])[O:3][C:4](=[O:5])[CH2:6][CH2:7][CH2:8][n:9]1[c:10]([CH2:32][O:33][c:34]2[cH:35][cH:36][c:37]([C:40]#[N:41])[cH:38][cH:39]2)[n:11][c:12]2[c:13]1[cH:14][cH:15][c:16]([NH:18][S:19](=[O:20])(=[O:21])[c:22]1[cH:23][cH:24][cH:25][c:26]3[cH:27][cH:28][cH:29][n:30][c:31]13)[cH:17]2.[CH3:48][CH2:49][OH:50].[NH4+:46].[NH4+:47]>>[CH2:1]([CH3:2])[O:3][C:4](=[O:5])[CH2:6][CH2:7][CH2:8][n:9]1[c:10]([CH2:32][O:33][c:34]2[cH:35][cH:36][c:37]([C:40]([NH2:41])=[NH:46])[cH:38][cH:39]2)[n:11][c:12]2[c:13]1[cH:14][cH:15][c:16]([NH:18][S:19](=[O:20])(=[O:21])[c:22]1[cH:23][cH:24][cH:25][c:26]3[cH:27][cH:28][cH:29][n:30][c:31]13)[cH:17]2. Product: Cc1cc(Cl)nc(C)c1Br. Starting materials: Cc1cc(N)nc(C)c1Br, CCOC(C)=O, Cl[Cu], Cl, O=N[O-], [Na+], [Na+], [OH-], O. RXN SMILES: [Br:1][c:2]1[c:3]([CH3:10])[cH:4][c:5]([NH2:9])[n:6][c:7]1[CH3:8].[CH3:20][CH2:21][O:22][C:23](=[O:24])[CH3:25].[Cl:18][Cu:19].[ClH:11].[N:12]([O-:13])=[O:14].[Na+:15].[Na+:17].[OH-:16].[OH2:26]>>[Br:1][c:2]1[c:3]([CH3:10])[cH:4][c:5]([Cl:11])[n:6][c:7]1[CH3:8]. Starting materials: ( g ), Cl (hydrochloric acid), FC1=CC=C(C=C1)C1C(CN(CC1)C(=O)OC(C)(C)C)OCC1=CC2=CC=CC=C2C=C1OCOCC[Si](C)(C)C (tert-butyl (3RS,4RS)-4-(4-fluorophenyl)-3-[3-(2-trimethylsilyl-ethoxymethoxy)-naphthalen-2-yl-methoxy]-piperidine-1-carboxylate). Yields the product FC1=CC=C(C=C1)C1C(CNCC1)OCC1=CC2=CC=CC=C2C=C1O ((3RS,4RS)-4-(4-fluorophenyl)-3-(3-hydroxy-naphthalen-2-yl-methoxy)-piperidine). RXN SMILES: Cl.[F:2][C:3]1[CH:8]=[CH:7][C:6]([CH:9]2[CH2:14][CH2:13][N:12](C(OC(C)(C)C)=O)[CH2:11][CH:10]2[O:22][CH2:23][C:24]2[C:33]([O:34]COCC[Si](C)(C)C)=[CH:32][C:31]3[C:26](=[CH:27][CH:28]=[CH:29][CH:30]=3)[CH:25]=2)=[CH:5][CH:4]=1>>[F:2][C:3]1[CH:4]=[CH:5][C:6]([CH:9]2[CH2:14][CH2:13][NH:12][CH2:11][CH:10]2[O:22][CH2:23][C:24]2[C:33]([OH:34])=[CH:32][C:31]3[C:26](=[CH:27][CH:28]=[CH:29][CH:30]=3)[CH:25]=2)=[CH:7][CH:8]=1. Procedure: In an analogous manner to that described in Examples 3 and 5 (g), by cleaving off the two protecting groups with methanolic hydrochloric acid from tert-butyl (3RS,4RS)-4-(4-fluorophenyl)-3-[3-(2-trimethylsilyl-ethoxymethoxy)-naphthalen-2-yl-methoxy]-piperidine-1-carboxylate there was obtained (3RS,4RS)-4-(4-fluorophenyl)-3-(3-hydroxy-naphthalen-2-yl-methoxy)-piperidine as a colourless solid, MS: 351 (M)+. Starting materials: ClC1=NC=CC(=C1)[C@H]1[C@@H](C1)C(=O)OCC (ethyl trans-2-(2-chloropyridin-4-yl)cyclopropanecarboxylate), C(C)(C)N (isopropylamine), C([O-])([O-])=O.[Cs+].[Cs+] (cesium carbonate). Reagents/catalysts: C(C)(=O)[O-].[Pd+2].C(C)(=O)[O-] (palladium acetate). Run in O1CCOCC1 (dioxane). Reaction conditions: temperature 100 celsius, time 14 hour. Yields the product C(C)(C)NC1=NC=CC(=C1)[C@H]1[C@@H](C1)C(=O)OCC (ethyl trans-2-(2-(isopropylamino)pyridin-4-yl)cyclopropanecarboxylate). The yield is 36.0%. RXN SMILES: Cl[C:2]1[CH:7]=[C:6]([C@@H:8]2[CH2:10][C@H:9]2[C:11]([O:13][CH2:14][CH3:15])=[O:12])[CH:5]=[CH:4][N:3]=1.[CH:16]([NH2:19])([CH3:18])[CH3:17].C(=O)([O-])[O-].[Cs+].[Cs+]>C([O-])(=O)C.[Pd+2].C([O-])(=O)C.O1CCOCC1>[CH:16]([NH:19][C:2]1[CH:7]=[C:6]([C@@H:8]2[CH2:10][C@H:9]2[C:11]([O:13][CH2:14][CH3:15])=[O:12])[CH:5]=[CH:4][N:3]=1)([CH3:18])[CH3:17] |f:2.3.4,5.6.7|. Reported procedure: To a dioxane (5 mL) solution of ethyl trans-2-(2-chloropyridin-4-yl)cyclopropanecarboxylate (250 mg, 1.1 mmol) and isopropylamine (393 mg, 6.7 mmol) were added cesium carbonate (1.1 g, 3.3 mmol), Xantophos (224 mg, 0.4 mmol) and palladium acetate (50 mg, 0.2 mmol) at room temperature respectively. The mixture was sealed and stirred at 100 ° C. for 14 hours. After being filtered off, the filtrate was concentrated under reduced pressure, the residue was applied to a silica gel chromatography colum... Reactants: CCO, CCOC(=O)c1cn(C)c2cnc3cc(N4CCCC(C)(C)C4)c(F)cc3c2c1=O, Cl, [K+], [OH-], O. Yields the product Cn1cc(C(=O)O)c(=O)c2c3cc(F)c(N4CCCC(C)(C)C4)cc3ncc21. Reaction SMILES: [CH3:34][CH2:35][OH:36].[CH3:3][C:4]1([CH3:32])[CH2:5][N:6]([c:10]2[cH:11][c:12]3[c:13]([c:14]4[c:15](=[O:28])[c:16]([C:23](=[O:24])[O:25][CH2:26][CH3:27])[cH:17][n:18]([CH3:22])[c:19]4[cH:20][n:21]3)[cH:29][c:30]2[F:31])[CH2:7][CH2:8][CH2:9]1.[ClH:33].[K+:2].[OH-:1].[OH2:37]>>[CH3:3][C:4]1([CH3:32])[CH2:5][N:6]([c:10]2[cH:11][c:12]3[c:13]([c:14]4[c:15](=[O:28])[c:16]([C:23](=[O:24])[OH:25])[cH:17][n:18]([CH3:22])[c:19]4[cH:20][n:21]3)[cH:29][c:30]2[F:31])[CH2:7][CH2:8][CH2:9]1.